This data is from the Open Reaction Database (ORD), a public repository of structured organic reaction records. The task is: describe an organic reaction: reactants, conditions, products, and yield As a reaction SMILES: [Na+].[CH:2]1([C:8]2[CH:13]=[CH:12][C:11]([S:14]([O-:17])(=O)=[O:15])=[CH:10][CH:9]=2)[CH2:7][CH2:6][CH2:5][CH2:4][CH2:3]1.P(Cl)(Cl)(Cl)(Cl)[Cl:19]>>[CH:2]1([C:8]2[CH:13]=[CH:12][C:11]([S:14]([Cl:19])(=[O:17])=[O:15])=[CH:10][CH:9]=2)[CH2:7][CH2:6][CH2:5][CH2:4][CH2:3]1 |f:0.1|. Reported procedure: The sodium salt prepared in Example I (420 gm, 1.6M) is intermittently mixed with phosphorous pentachloride (160 gm, 0.77M) in a three liter multi-necked flask and slowly warmed to 70° C. in an oil bath. The liquified reaction mass is aged at 70° C. for 8 hours, then cooled to room temperature and carefully poured over one kilogram of cracked ice. A solid precipitate is removed by filtration and the aqueous phase is extracted with methylene chloride three times, each time using 300 milliliters o... Conditions: temperature 70 celsius, time 8 hour. The reactants are [Na+].C1(CCCCC1)C1=CC=C(C=C1)S(=O)(=O)[O-] (4-Cyclohexylbenzenesulfonic Acid Sodium Salt), P(Cl)(Cl)(Cl)(Cl)Cl (phosphorous pentachloride), ice. Product: C1(CCCCC1)C1=CC=C(C=C1)S(=O)(=O)Cl (4-Cyclohexylbenzenesulfonyl Chloride). Reactants: C1(CCCC1)NC1=NC(=NC(=C1C)C)NCC1=NC=CC=C1 (N4-cyclopentyl-5,6-dimethyl-N2-(pyridin-2-ylmethyl)pyrimidine-2,4-diamine), O1CCC(CC1)N (tetrahydro-2H-pyran-4-amine). Product: CC=1C(=NC(=NC1C)NCC1=NC=CC=C1)NC1CCOCC1 (5,6-dimethyl-N2-(pyridin-2-ylmethyl)-N4-(tetrahydro-2H-pyran-4-yl)pyrimidine-2,4-diamine). As a reaction SMILES: [CH:1]1([NH:6][C:7]2[C:12]([CH3:13])=[C:11]([CH3:14])[N:10]=[C:9]([NH:15][CH2:16][C:17]3[CH:22]=[CH:21][CH:20]=[CH:19][N:18]=3)[N:8]=2)[CH2:5][CH2:4][CH2:3][CH2:2]1.[O:23]1CCC(N)CC1>>[CH3:13][C:12]1[C:7]([NH:6][CH:1]2[CH2:5][CH2:4][O:23][CH2:3][CH2:2]2)=[N:8][C:9]([NH:15][CH2:16][C:17]2[CH:22]=[CH:21][CH:20]=[CH:19][N:18]=2)=[N:10][C:11]=1[CH3:14]. Procedure: The titled compound was synthesized according to the procedure described for preparation of N4-cyclopentyl-5,6-dimethyl-N2-(pyridin-2-ylmethyl)pyrimidine-2,4-diamine (Example 29) using tetrahydro-2H-pyran-4-amine instead of cyclopentanamine. The crude material was purified by column chromatography eluting with mixture of chloroform/ethanol/20% water solution of ammonia (200:10:1), and then the final product was washed with diethyl ether to afford the titled compound as a light-yellow solid. 1H N... The reactants are CN(C1=C2C=CC=C(C2=CC=C1)S(=O)(=O)Cl)C (5-dimethylamino-1-naphthalenesulphonyl chloride), [H-].[Na+] (Sodium hydride), NC1=NC=C(N=C1Br)Br (2-amino-3,5-dibromopyrazine), [H][H] (hydrogen). Solvent: CN(C=O)C (N,N-dimethylformamide). Run at temperature 95 celsius. Product: CN(C1=C2C=CC=C(C2=CC=C1)S(=O)(=O)NC1=NC=C(N=C1Br)Br)C (5-(dimethylamino)-N-(3,5-dibromo-2-pyrazinyl)-1-naphthalenesulphonamide). Yield: 5.3%. Reaction SMILES: [H-].[Na+].[NH2:3][C:4]1[C:9]([Br:10])=[N:8][C:7]([Br:11])=[CH:6][N:5]=1.[H][H].[CH3:14][N:15]([CH3:30])[C:16]1[CH:25]=[CH:24][CH:23]=[C:22]2[C:17]=1[CH:18]=[CH:19][CH:20]=[C:21]2[S:26](Cl)(=[O:28])=[O:27]>CN(C)C=O>[CH3:14][N:15]([CH3:30])[C:16]1[CH:25]=[CH:24][CH:23]=[C:22]2[C:17]=1[CH:18]=[CH:19][CH:20]=[C:21]2[S:26]([NH:3][C:4]1[C:9]([Br:10])=[N:8][C:7]([Br:11])=[CH:6][N:5]=1)(=[O:28])=[O:27] |f:0.1|. Procedure details: Sodium hydride (60% dispersion in oil; 0.16 g) was added to a solution of 2-amino-3,5-dibromopyrazine (0.506 g) in N,N-dimethylformamide (30 ml). When evolution of hydrogen ceased, 5-dimethylamino-1-naphthalenesulphonyl chloride (0.54 g) was added and the solution was heated at 95° C. for 18 hours. Volatile material was removed by evaporation and water (50 ml) was added to the residue. The mixture was extracted with ethyl acetate (20 ml), and the aqueous layer was neutralised with 0.05H aqueous ... Starting materials: N1C(=NC2=C1C=CC=C2)C2=CC=C(C=N2)CNC(CN2C1=C(C(C3=C(C2=O)C=CC=C3)CC(=O)OC)C=CC=C1)=O (Methyl {5-[2-({[6-(1H-benzimidazol-2-yl)-3-pyridinyl]methyl}-amino)-2-oxoethyl]-6-oxo-6,11-dihydro-5H-dibenzo[b,e]azepin-11-yl}acetate), O1CCOCC1.O (dioxane H2O), [OH-].[K+] (KOH). Yields the product C(C)(=O)OC1C2=C(N(C(C3=C1C=CC=C3)=O)CC(=O)NCC=3C=NC(=CC3)C3=NC1=C(N3)C=CC=C1)C=CC=C2 (5-[2-({[6-(1H-Benzimidazol-2-yl)-3-pyridinyl]methyl}amino)-2-oxoethyl]-6-oxo-6,11-dihydro-5H-dibenzo[b,e]azepin-11-yl acetate). Reaction SMILES: [NH:1]1[C:5]2[CH:6]=[CH:7][CH:8]=[CH:9][C:4]=2[N:3]=[C:2]1[C:10]1[N:15]=[CH:14][C:13]([CH2:16][NH:17][C:18](=[O:41])[CH2:19][N:20]2[C:26](=[O:27])[C:25]3[CH:28]=[CH:29][CH:30]=[CH:31][C:24]=3[CH:23](CC(OC)=O)[C:22]3[CH:37]=[CH:38][CH:39]=[CH:40][C:21]2=3)=[CH:12][CH:11]=1.[OH-:42].[K+].[O:44]1[CH2:49][CH2:48]OCC1.O>>[C:49]([O:44][CH:23]1[C:24]2[CH:31]=[CH:30][CH:29]=[CH:28][C:25]=2[C:26](=[O:27])[N:20]([CH2:19][C:18]([NH:17][CH2:16][C:13]2[CH:14]=[N:15][C:10]([C:2]3[NH:3][C:4]4[CH:9]=[CH:8][CH:7]=[CH:6][C:5]=4[N:1]=3)=[CH:11][CH:12]=2)=[O:41])[C:21]2[CH:40]=[CH:39][CH:38]=[CH:37][C:22]1=2)(=[O:42])[CH3:48] |f:1.2,3.4|. Procedure details: Methyl {5-[2-({[6-(1H-benzimidazol-2-yl)-3-pyridinyl]methyl}-amino)-2-oxoethyl]-6-oxo-6,11-dihydro-5H-dibenzo[b,e]azepin-11-yl}acetate (1.4 g) was dissolved in 30 ml of 5:1 dioxane/H2O and, after addition of 2.15 eq. of KOH (0.2 g), heated to reflux. After the reaction was complete (12 h), the mixture was evaporated, and the resulting crude product was purified by MPLC (silica gel: Bischoff Prontoprep 60–2540-C18E, 32 μm; eluent: CH3CN/H2O+0.1% acetic acid) and then lyophilized. The yield is 76.1%. Product: C(C1=CC=CC=C1)OC1=CC(N(C=C1)C1=CC(=C(C=C1)OCC(C)(C)O)OC)=O (4-(benzyloxy)-1-(4-(2-hydroxy-2-methylpropoxy)-3-methoxyphenyl)pyridin-2(1H)-one). The reactants are [O-]P(=O)([O-])[O-].[K+].[K+].[K+] (potassium phosphate tribasic), CNC1C(CCCC1)NC (N1,N2-dimethylcyclohexane-1,2-diamine), BrC1=CC(=C(OCC(C)(O)C)C=C1)OC (1-(4-bromo-2-methoxyphenoxy)-2-methylpropan-2-ol), C(C1=CC=CC=C1)OC1=CC(NC=C1)=O (4-(benzyloxy)pyridin-2(1H)-one). Run in O1CCOCC1 (dioxane). Reported procedure: A mixture of potassium phosphate tribasic (633 mg, 2.98 mmol), N1,N2-dimethylcyclohexane-1,2-diamine (141 mg, 0.99 mmol), copper(i) iodide (189 mg, 0.99 mmol), 1-(4-bromo-2-methoxyphenoxy)-2-methylpropan-2-ol (328 mg, 1.19 mmol) Part A and commercially available 4-(benzyloxy)pyridin-2(1H)-one (200 mg, 0.99 mmol) in dioxane (1.0 mL) was stirred in a sealed tube at 110° C. for 60 min. After removal of the solids by filtration and concentration of the filtrate, the crude product was subjected to fl... Run at temperature 110 celsius, time 60 minute. The reagents and catalysts are [Cu]I (copper(i) iodide). Reaction SMILES: [O-]P([O-])([O-])=O.[K+].[K+].[K+].CNC1CCCCC1NC.Br[C:20]1[CH:31]=[CH:30][C:23]([O:24][CH2:25][C:26]([CH3:29])([OH:28])[CH3:27])=[C:22]([O:32][CH3:33])[CH:21]=1.[CH2:34]([O:41][C:42]1[CH:47]=[CH:46][NH:45][C:44](=[O:48])[CH:43]=1)[C:35]1[CH:40]=[CH:39][CH:38]=[CH:37][CH:36]=1>O1CCOCC1.[Cu]I>[CH2:34]([O:41][C:42]1[CH:47]=[CH:46][N:45]([C:20]2[CH:31]=[CH:30][C:23]([O:24][CH2:25][C:26]([OH:28])([CH3:29])[CH3:27])=[C:22]([O:32][CH3:33])[CH:21]=2)[C:44](=[O:48])[CH:43]=1)[C:35]1[CH:36]=[CH:37][CH:38]=[CH:39][CH:40]=1 |f:0.1.2.3|. Reactants: C(C)(C)(C)OC(=O)N1[C@@H](C=O)CCC1 (N-(t-butoxycarbonyl)D-prolinal), N1CCCCC1 (piperidine). The product is C(C)(C)(C)OC(=O)N1[C@H](CCC1)CN1CCCCC1 ((R)-2-Piperidin-1-ylmethyl-pyrrolidine-1-carboxylic acid tert-butyl ester). RXN SMILES: [C:1]([O:5][C:6]([N:8]1[CH2:14][CH2:13][CH2:12][C@@H:9]1[CH:10]=O)=[O:7])([CH3:4])([CH3:3])[CH3:2].[NH:15]1[CH2:20][CH2:19][CH2:18][CH2:17][CH2:16]1>>[C:1]([O:5][C:6]([N:8]1[CH2:14][CH2:13][CH2:12][C@@H:9]1[CH2:10][N:15]1[CH2:20][CH2:19][CH2:18][CH2:17][CH2:16]1)=[O:7])([CH3:4])([CH3:3])[CH3:2]. Procedure details: The title compound was prepared from N-(t-butoxycarbonyl)D-prolinal and piperidine using the procedure detailed in example 200; MS (ES+), m/e 269 [M+H]+. The reactants are O=C([O-])[O-], CC(C)(C)OC(=O)CCO, Clc1ncc(Br)c(Cl)n1, [Cs+], [Cs+], CN(C)C=O. Product: CC(C)(C)OC(=O)CCOc1nc(Cl)ncc1Br. Reaction SMILES: [C:10](=[O:11])([O-:12])[O-:13].[C:16]([CH3:17])([CH3:18])([CH3:19])[O:20][C:21]([CH2:22][CH2:23][OH:24])=[O:25].[Cl:1][c:2]1[n:3][cH:4][c:5]([Br:9])[c:6]([Cl:8])[n:7]1.[Cs+:14].[Cs+:15].[O:26]=[CH:27][N:28]([CH3:29])[CH3:30]>>[Cl:1][c:2]1[n:3][cH:4][c:5]([Br:9])[c:6]([O:24][CH2:23][CH2:22][C:21]([O:20][C:16]([CH3:17])([CH3:18])[CH3:19])=[O:25])[n:7]1. Reactants: S1C(=CC=C1)S(=O)(=O)[NH-] (2-thiophenesulfonylamide), C(C(=O)Cl)(=O)Cl (oxalyl chloride). Run in ClCCCl (1,2-dichloroethane). Product: S1C(=CC=C1)S(=O)(=O)N=C=O (2-Thiophenesulfonyl isocyanate). As a reaction SMILES: [S:1]1[CH:5]=[CH:4][CH:3]=[C:2]1[S:6]([NH-:9])(=[O:8])=[O:7].C(Cl)(=O)[C:11](Cl)=[O:12]>ClCCCl>[S:1]1[CH:5]=[CH:4][CH:3]=[C:2]1[S:6]([N:9]=[C:11]=[O:12])(=[O:8])=[O:7]. Procedure: A mixture of 2-thiophenesulfonylamide (1.5 g) and oxalyl chloride (6 mL) in 10 mL of 1,2-dichloroethane was refluxed for 14 h. The solvent was removed under vacuum and the crude used as is for the next step. Starting materials: C1(=CC=CC=C1)C=1N=CN(C1)C(C1=CC=CC=C1)(C1=CC=CC=C1)C1=CC=CC=C1 (4-phenyl-1-trityl-1H-imidazole), [Li]CCCC (BuLi), C(C)OC=1C=C(C(=C(C=O)C1)F)OC(C)C (5-ethoxy-2-fluoro-3-isopropoxybenzaldehyde). Run in C1CCOC1 (THF), C1CCOC1 (THF). Reaction conditions: temperature 0 celsius, time 25 minute. Yields the product C(C)OC=1C=C(C(=C(C1)C(O)C=1N(C=C(N1)C1=CC=CC=C1)C(C1=CC=CC=C1)(C1=CC=CC=C1)C1=CC=CC=C1)F)OC(C)C ((5-ethoxy-2-fluoro-3-isopropoxyphenyl)(4-phenyl-1-trityl-1H-imidazol-2-yl)methanol). The yield is 75.8%. As a reaction SMILES: [C:1]1([C:7]2[N:8]=[CH:9][N:10]([C:12]([C:25]3[CH:30]=[CH:29][CH:28]=[CH:27][CH:26]=3)([C:19]3[CH:24]=[CH:23][CH:22]=[CH:21][CH:20]=3)[C:13]3[CH:18]=[CH:17][CH:16]=[CH:15][CH:14]=3)[CH:11]=2)[CH:6]=[CH:5][CH:4]=[CH:3][CH:2]=1.[Li]CCCC.[CH2:36]([O:38][C:39]1[CH:40]=[C:41]([O:48][CH:49]([CH3:51])[CH3:50])[C:42]([F:47])=[C:43]([CH:46]=1)[CH:44]=[O:45])[CH3:37]>C1COCC1>[CH2:36]([O:38][C:39]1[CH:40]=[C:41]([O:48][CH:49]([CH3:50])[CH3:51])[C:42]([F:47])=[C:43]([CH:44]([C:9]2[N:10]([C:12]([C:25]3[CH:26]=[CH:27][CH:28]=[CH:29][CH:30]=3)([C:13]3[CH:18]=[CH:17][CH:16]=[CH:15][CH:14]=3)[C:19]3[CH:20]=[CH:21][CH:22]=[CH:23][CH:24]=3)[CH:11]=[C:7]([C:1]3[CH:6]=[CH:5][CH:4]=[CH:3][CH:2]=3)[N:8]=2)[OH:45])[CH:46]=1)[CH3:37]. Procedure details: To a solution of Intermediate 8.1 (200 mg, 0.517 mmol) in 3 mL THF at 0° C., was added BuLi (1.4 M in THF, 0.406 mL, 0.569 mmol). The mixture was stirred at 0° C. for 25 min, then a solution of Intermediate 7.2 (117 mg, 0.517 mmol) in 1 mL THF was added dropwise. The mixture was stirred at 0° C. for 30 min, then was quenched with sat. NH4Cl. The mixture was diluted with EtOAc, washed with H2O and brine, dried (Na2SO4) and concentrated. The crude product was purified by flash chromatography (0 to...